From a dataset of the Open Reaction Database (ORD), a public repository of structured organic reaction records. describe an organic reaction: reactants, conditions, products, and yield Starting materials: CCC(CC)c1cc2c(c(C(F)(F)F)c1)C(=O)N1CCN(C(=O)OC(C)(C)C)CC21, Cl, O. The product is Cl, CCC(CC)c1cc2c(c(C(F)(F)F)c1)C(=O)N1CCNCC21. RXN SMILES: [C:1]([O:2][C:3](=[O:4])[N:8]1[CH2:9][CH:10]2[N:11]([C:12](=[O:28])[c:13]3[c:14]([C:24]([F:25])([F:26])[F:27])[cH:15][c:16]([CH:19]([CH2:20][CH3:21])[CH2:22][CH3:23])[cH:17][c:18]32)[CH2:29][CH2:30]1)([CH3:5])([CH3:6])[CH3:7].[ClH:31].[OH2:32]>>[ClH:31].[NH:8]1[CH2:9][CH:10]2[N:11]([C:12](=[O:28])[c:13]3[c:14]([C:24]([F:25])([F:26])[F:27])[cH:15][c:16]([CH:19]([CH2:20][CH3:21])[CH2:22][CH3:23])[cH:17][c:18]32)[CH2:29][CH2:30]1.